From a dataset of the Open Reaction Database (ORD), a public repository of structured organic reaction records. describe an organic reaction: reactants, conditions, products, and yield The reactants are Cl.NCC1(CN(CC1)C[C@H](O)C1=C(C2=C(C(OC2)=O)C=C1)C)C (5-[(R)-2-[3-(aminomethyl)-3-methylpyrrolidin-1-yl]-1-hydroxyethyl]-4-methyl-2-benzofuran-1(3H)-one hydrochloride), Cl.NCC1(CN(CC1)C[C@H](O)C1=C(C2=C(C(OC2)=O)C=C1)C)C (5-[(R)-2-[3-(aminomethyl)-3-methylpyrrolidin-1-yl]-1-hydroxyethyl]-4-methyl-2-benzofuran-1(3H)-one hydrochloride), CC1=C(C=CC=2C(OCC21)=O)[C@H]2OC2 (4-Methyl-5-[(2R)-oxiran-2-yl]-2-benzofuran-1(3H)-one), CC1=C(C=CC=2C(OCC21)=O)[C@H]2OC2 (4-Methyl-5-[(2R)-oxiran-2-yl]-2-benzofuran-1(3H)-one). Yields the product O[C@@H](CN1CC(CC1)(C)CNC[C@@H](C1=C(C2=C(C(OC2)=O)C=C1)C)O)C1=C(C2=C(C(OC2)=O)C=C1)C (5-{(1R)-1-Hydroxy-2-[3-({[(2R)-2-hydroxy-2-(4-methyl-1-oxo-1,3-dihydro-2-benzofuran-5-yl)ethyl]amino}methyl)-3-methylpyrrolidin-1-yl]ethyl}-4-methyl-2-benzofuran-1(3H)-one). As a reaction SMILES: Cl.[NH2:2][CH2:3][C:4]1([CH3:23])[CH2:8][CH2:7][N:6]([CH2:9][C@@H:10]([C:12]2[CH:21]=[CH:20][C:15]3[C:16](=[O:19])[O:17][CH2:18][C:14]=3[C:13]=2[CH3:22])[OH:11])[CH2:5]1.[CH3:24][C:25]1[C:33]2[CH2:32][O:31][C:30](=[O:34])[C:29]=2[CH:28]=[CH:27][C:26]=1[C@@H:35]1[CH2:37][O:36]1>>[OH:11][C@H:10]([C:12]1[CH:21]=[CH:20][C:15]2[C:16](=[O:19])[O:17][CH2:18][C:14]=2[C:13]=1[CH3:22])[CH2:9][N:6]1[CH2:7][CH2:8][C:4]([CH2:3][NH:2][CH2:37][C@H:35]([OH:36])[C:26]2[CH:27]=[CH:28][C:29]3[C:30](=[O:34])[O:31][CH2:32][C:33]=3[C:25]=2[CH3:24])([CH3:23])[CH2:5]1 |f:0.1|. Procedure: 5-{(1R)-1-Hydroxy-2-[3-({[(2R)-2-hydroxy-2-(4-methyl-1-oxo-1,3-dihydro-2-benzofuran-5-yl)ethyl]amino}methyl)-3-methylpyrrolidin-1-yl]ethyl}-4-methyl-2-benzofuran-1(3H)-one was prepared in a similar fashion to that described for the synthesis of EXAMPLE 1 starting from 5-[(R)-2-[3-(aminomethyl)-3-methylpyrrolidin-1-yl]-1-hydroxyethyl]-4-methyl-2-benzofuran-1(3H)-one hydrochloride [INTERMEDIATE 7] and 4-methyl-5-[(2R)-oxiran-2-yl]-2-benzofuran-1(3H)-one [INTERMEDIATE 2B]. Starting materials: Brc1ccc(SCCCOCc2ccccc2)cc1, CCOC(=O)C(Br)=CC1CCCC1, CC(=O)[O-], CCOC(C)=O, CC1(C)OB(B2OC(C)(C)C(C)(C)O2)OC1(C)C, [K+], [Na+], [Na+], O=C([O-])[O-], CN(C)C=O. Yields the product CCOC(=O)C(=CC1CCCC1)c1ccc(SCCCOCc2ccccc2)cc1. RXN SMILES: [CH2:24]([c:25]1[cH:26][cH:27][cH:28][cH:29][cH:30]1)[O:31][CH2:32][CH2:33][CH2:34][S:35][c:36]1[cH:37][cH:38][c:39]([Br:42])[cH:40][cH:41]1.[CH2:43]([CH3:44])[O:45][C:46]([C:47](=[CH:48][CH:49]1[CH2:50][CH2:51][CH2:52][CH2:53]1)[Br:54])=[O:55].[CH3:2][C:3](=[O:4])[O-:5].[CH3:67][CH2:68][O:69][C:70](=[O:71])[CH3:72].[CH3:6][C:7]1([CH3:8])[C:9]([CH3:10])([CH3:11])[O:12][B:13]([B:14]2[O:15][C:16]([CH3:17])([CH3:18])[C:19]([CH3:20])([CH3:21])[O:22]2)[O:23]1.[K+:1].[Na+:56].[Na+:57].[O-:58][C:59](=[O:60])[O-:61].[O:62]=[CH:63][N:64]([CH3:65])[CH3:66]>>[CH2:24]([c:25]1[cH:26][cH:27][cH:28][cH:29][cH:30]1)[O:31][CH2:32][CH2:33][CH2:34][S:35][c:36]1[cH:37][cH:38][c:39]([C:47]([C:46]([O:45][CH2:43][CH3:44])=[O:55])=[CH:48][CH:49]2[CH2:50][CH2:51][CH2:52][CH2:53]2)[cH:40][cH:41]1. Starting materials: COC(=O)c1ccc(N2CC(C)(C)NC2=O)c(C)c1, CO, [K+], [OH-], O. The product is Cc1cc(C(=O)O)ccc1N1CC(C)(C)NC1=O. RXN SMILES: [CH3:1][C:2]1([CH3:19])[NH:3][C:4](=[O:18])[N:5]([c:7]2[c:8]([CH3:17])[cH:9][c:10]([C:11](=[O:12])[O:13][CH3:14])[cH:15][cH:16]2)[CH2:6]1.[CH3:22][OH:23].[K+:21].[OH-:20].[OH2:24]>>[CH3:1][C:2]1([CH3:19])[NH:3][C:4](=[O:18])[N:5]([c:7]2[c:8]([CH3:17])[cH:9][c:10]([C:11](=[O:12])[OH:13])[cH:15][cH:16]2)[CH2:6]1. Reactants: CCOC(=O)Nc1cccc(Cn2nc(-c3ccc(C(=O)OC)cc3)ccc2=O)c1, [Li+], C1CCOC1, [OH-], O. Yields the product CCOC(=O)Nc1cccc(Cn2nc(-c3ccc(C(=O)O)cc3)ccc2=O)c1. RXN SMILES: [CH2:1]([CH3:2])[O:3][C:4](=[O:5])[NH:6][c:7]1[cH:8][c:9]([CH2:10][n:11]2[n:12][c:13](-[c:18]3[cH:19][cH:20][c:21]([C:22](=[O:23])[O:24][CH3:25])[cH:26][cH:27]3)[cH:14][cH:15][c:16]2=[O:17])[cH:28][cH:29][cH:30]1.[Li+:31].[O:33]1[CH2:34][CH2:35][CH2:36][CH2:37]1.[OH-:32].[OH2:38]>>[CH2:1]([CH3:2])[O:3][C:4](=[O:5])[NH:6][c:7]1[cH:8][c:9]([CH2:10][n:11]2[n:12][c:13](-[c:18]3[cH:19][cH:20][c:21]([C:22](=[O:23])[OH:24])[cH:26][cH:27]3)[cH:14][cH:15][c:16]2=[O:17])[cH:28][cH:29][cH:30]1.